This data is from the Open Reaction Database (ORD), a public repository of structured organic reaction records. The task is: describe an organic reaction: reactants, conditions, products, and yield Reactants: ClCCCOC1=CC(=C(C=C1)CC=1C(=NNC1C(C)C)O[C@H]1[C@H](OC(C(C)(C)C)=O)[C@@H](OC(C(C)(C)C)=O)[C@H](OC(C(C)(C)C)=O)[C@H](O1)COC(C(C)(C)C)=O)OC1CCOCC1 (4-{[4-(3-chloropropoxy)-2-(tetrahydro-4H-pyran-4-yloxy)phenyl]methyl}-5-isopropyl-3-(2,3,4,6-tetra-O-pivaloyl-β-D-glucopyranosyloxy)-1H-pyrazole), NC(C(=O)N)(C)C (2-amino-2-methylpropionamide), C(C1=CC=CC=C1)NCCC(=O)N (3-benzylaminopropionamide). Yields the product C(N)(=O)C(C)(C)NCCCOC1=CC(=C(C=C1)CC=1C(=NNC1C(C)C)O[C@H]1[C@H](OC(C(C)(C)C)=O)[C@@H](OC(C(C)(C)C)=O)[C@H](OC(C(C)(C)C)=O)[C@H](O1)COC(C(C)(C)C)=O)OC1CCOCC1 (4-{[4-{3-[1-Carbamoyl-1-(methyl)ethylamino]propoxy}-2-(tetrahydro-4H-pyran-4-yloxy)phenyl]methyl}-5-isopropyl-3-(2,3,4,6-tetra-O-pivaloyl-β-D-glucopyranosyloxy)-1H-pyrazole). Reaction SMILES: Cl[CH2:2][CH2:3][CH2:4][O:5][C:6]1[CH:11]=[CH:10][C:9]([CH2:12][C:13]2[C:14]([O:21][C@@H:22]3[O:48][C@H:47]([CH2:49][O:50][C:51](=[O:56])[C:52]([CH3:55])([CH3:54])[CH3:53])[C@@H:39]([O:40][C:41](=[O:46])[C:42]([CH3:45])([CH3:44])[CH3:43])[C@H:31]([O:32][C:33](=[O:38])[C:34]([CH3:37])([CH3:36])[CH3:35])[C@H:23]3[O:24][C:25](=[O:30])[C:26]([CH3:29])([CH3:28])[CH3:27])=[N:15][NH:16][C:17]=2[CH:18]([CH3:20])[CH3:19])=[C:8]([O:57][CH:58]2[CH2:63][CH2:62][O:61][CH2:60][CH2:59]2)[CH:7]=1.[NH2:64][C:65]([CH3:70])([CH3:69])[C:66]([NH2:68])=[O:67].C(NCCC(N)=O)C1C=CC=CC=1>>[C:66]([C:65]([NH:64][CH2:2][CH2:3][CH2:4][O:5][C:6]1[CH:11]=[CH:10][C:9]([CH2:12][C:13]2[C:14]([O:21][C@@H:22]3[O:48][C@H:47]([CH2:49][O:50][C:51](=[O:56])[C:52]([CH3:55])([CH3:54])[CH3:53])[C@@H:39]([O:40][C:41](=[O:46])[C:42]([CH3:45])([CH3:44])[CH3:43])[C@H:31]([O:32][C:33](=[O:38])[C:34]([CH3:37])([CH3:36])[CH3:35])[C@H:23]3[O:24][C:25](=[O:30])[C:26]([CH3:29])([CH3:28])[CH3:27])=[N:15][NH:16][C:17]=2[CH:18]([CH3:20])[CH3:19])=[C:8]([O:57][CH:58]2[CH2:63][CH2:62][O:61][CH2:60][CH2:59]2)[CH:7]=1)([CH3:70])[CH3:69])(=[O:67])[NH2:68]. Procedure details: The title compound was prepared in a similar manner to that described in Example 98 using 4-{[4-(3-chloropropoxy)-2-(tetrahydro-4H-pyran-4-yloxy)phenyl]methyl}-5-isopropyl-3-(2,3,4,6-tetra-O-pivaloyl-β-D-glucopyranosyloxy)-1H-pyrazole and 2-amino-2-methylpropionamide instead of 4-{[4-(3-chloropropoxy)-2-methylphenyl]methyl}-5-isopropyl-3-(2,3,4,6-tetra-O-pivaloyl-β-D-glucopyranosyloxy)-1H-pyrazole and 3-benzylaminopropionamide, respectively. Reactants: COC1=NC=C(C=C1N)B1OC(C(O1)(C)C)(C)C (2-methoxy-5-(4,4,5,5-tetramethyl-1,3,2-dioxaborolan-2-yl)pyridin-3-amine), BrC=1C(=C(C=CC1)NC(C1=CC=C(C=C1)C(C)(C)C)=O)C (N-(3-bromo-2-methylphenyl)-4-tert-butylbenzamide). Reagents/catalysts: C=1C=CC(=CC1)[P](C=2C=CC=CC2)(C=3C=CC=CC3)[Pd]([P](C=4C=CC=CC4)(C=5C=CC=CC5)C=6C=CC=CC6)([P](C=7C=CC=CC7)(C=8C=CC=CC8)C=9C=CC=CC9)[P](C=1C=CC=CC1)(C=1C=CC=CC1)C=1C=CC=CC1 (tetrakis(triphenylphosphine)palladium). Run in COCCOC (DME), C([O-])([O-])=O.[Na+].[Na+] (sodium carbonate). Run at temperature 95 celsius. Yields the product NC=1C=C(C=NC1OC)C=1C(=C(C=CC1)NC(C1=CC=C(C=C1)C(C)(C)C)=O)C (N-(3-(5-Amino-6-methoxypyridin-3-yl)-2-methylphenyl)-4-tert-butylbenzamide). Isolated yield 64.2%. RXN SMILES: [CH3:1][O:2][C:3]1[C:8]([NH2:9])=[CH:7][C:6](B2OC(C)(C)C(C)(C)O2)=[CH:5][N:4]=1.Br[C:20]1[C:21]([CH3:39])=[C:22]([NH:26][C:27](=[O:38])[C:28]2[CH:33]=[CH:32][C:31]([C:34]([CH3:37])([CH3:36])[CH3:35])=[CH:30][CH:29]=2)[CH:23]=[CH:24][CH:25]=1>COCCOC.C(=O)([O-])[O-].[Na+].[Na+].C1C=CC([P]([Pd]([P](C2C=CC=CC=2)(C2C=CC=CC=2)C2C=CC=CC=2)([P](C2C=CC=CC=2)(C2C=CC=CC=2)C2C=CC=CC=2)[P](C2C=CC=CC=2)(C2C=CC=CC=2)C2C=CC=CC=2)(C2C=CC=CC=2)C2C=CC=CC=2)=CC=1>[NH2:9][C:8]1[CH:7]=[C:6]([C:20]2[C:21]([CH3:39])=[C:22]([NH:26][C:27](=[O:38])[C:28]3[CH:29]=[CH:30][C:31]([C:34]([CH3:35])([CH3:36])[CH3:37])=[CH:32][CH:33]=3)[CH:23]=[CH:24][CH:25]=2)[CH:5]=[N:4][C:3]=1[O:2][CH3:1] |f:3.4.5,^1:55,57,76,95|. Reported procedure: A 48-mL seal tube equipped with a magnetic stirring bar was charged with 2-methoxy-5-(4,4,5,5-tetramethyl-1,3,2-dioxaborolan-2-yl)pyridin-3-amine (5) (1.0 g, 4.0 mmol), N-(3-bromo-2-methylphenyl)-4-tert-butylbenzamide (1.8 g, 5.0 mmol), and tetrakis(triphenylphosphine)palladium (0.20 g, 0.20 mmol) in DME (10 mL) and 1 N sodium carbonate (10 mL). After the mixture was degassed for 15 min., it was heated at 95° C. for 16 h. Then, the reaction mixture was cooled to room temperature and poured into ... The reactants are ClC=1C2=C(N=CN1)N(C=C2)COCC[Si](C)(C)C (4-chloro-7-{[2-(trimethylsilyl)ethoxy]methyl}-7H-pyrrolo[2,3-d]pyrimidine), C(CCC)O (1-butanol), C(C)(C)[Si](N1C=C(C=C1)B(O)O)(C(C)C)C(C)C ([1-(triisopropylsilyl)-1H-pyrrol-3-yl]boronic acid), C([O-])([O-])=O.[K+].[K+] (potassium carbonate). Reagents/catalysts: [Pd].C1(=CC=CC=C1)P(C1=CC=CC=C1)C1=CC=CC=C1.C1(=CC=CC=C1)P(C1=CC=CC=C1)C1=CC=CC=C1.C1(=CC=CC=C1)P(C1=CC=CC=C1)C1=CC=CC=C1.C1(=CC=CC=C1)P(C1=CC=CC=C1)C1=CC=CC=C1 (Tetrakis(triphenylphosphine)-palladium(0)). Solvent: O (water). Run at temperature 100 celsius, time 8 hour. Yields the product N1C=C(C=C1)C=1C2=C(N=CN1)N(C=C2)COCC[Si](C)(C)C (4-(1H-pyrrol-3-yl)-7-{[2-(trimethylsilyl)ethoxy]methyl}-7H-pyrrolo[2,3-d]pyrimidine). RXN SMILES: Cl[C:2]1[C:3]2[CH:10]=[CH:9][N:8]([CH2:11][O:12][CH2:13][CH2:14][Si:15]([CH3:18])([CH3:17])[CH3:16])[C:4]=2[N:5]=[CH:6][N:7]=1.C(O)CCC.C([Si](C(C)C)(C(C)C)[N:28]1[CH:32]=[CH:31][C:30](B(O)O)=[CH:29]1)(C)C.C(=O)([O-])[O-].[K+].[K+]>[Pd].C1(P(C2C=CC=CC=2)C2C=CC=CC=2)C=CC=CC=1.C1(P(C2C=CC=CC=2)C2C=CC=CC=2)C=CC=CC=1.C1(P(C2C=CC=CC=2)C2C=CC=CC=2)C=CC=CC=1.C1(P(C2C=CC=CC=2)C2C=CC=CC=2)C=CC=CC=1.O>[NH:28]1[CH:32]=[CH:31][C:30]([C:2]2[C:3]3[CH:10]=[CH:9][N:8]([CH2:11][O:12][CH2:13][CH2:14][Si:15]([CH3:18])([CH3:17])[CH3:16])[C:4]=3[N:5]=[CH:6][N:7]=2)=[CH:29]1 |f:3.4.5,6.7.8.9.10|. Reported procedure: A 100 mL round bottom flask was charged with 4-chloro-7-{[2-(trimethylsilyl)ethoxy]methyl}-7H-pyrrolo[2,3-d]pyrimidine (1.00 g, 3.52 mmol), 1-butanol (25.0 mL), [1-(triisopropylsilyl)-1H-pyrrol-3-yl]boronic acid (1.41 g, 5.28 mmol), water (25.0 mL) and potassium carbonate (1.27 g, 8.8 mmol). This solution was degased 4 times, filling with nitrogen each time. Tetrakis(triphenylphosphine)-palladium(0) (0.41 g, 0.35 mmol) was added and the mixture was degased 4 times, filling with nitrogen each tim... Starting materials: C(C1CO1)OC1=CC=CC=C1 (Phenyl glycidyl ether), SC=1SC(=NN1)S (2,5-Dimercapto-1,3,4-thiadiazole). Solvent: C(C)(C)O (isopropanol). Product: C1(=CC=CC=C1)OCC(CSC=1SC(=NN1)SCC(COC1=CC=CC=C1)O)O (2,5-Bis(3-phenyloxy-2-hydroxypropylthio)-1,3,4-thiadiazole). Reaction SMILES: [CH2:1]([O:5][C:6]1[CH:11]=[CH:10][CH:9]=[CH:8][CH:7]=1)[CH:2]1[O:4][CH2:3]1.[SH:12][C:13]1[S:14][C:15]([SH:18])=[N:16][N:17]=1>C(O)(C)C>[C:6]1([O:5][CH2:1][CH:2]([OH:4])[CH2:3][S:12][C:13]2[S:14][C:15]([S:18][CH2:3][CH:2]([OH:4])[CH2:1][O:5][C:6]3[CH:11]=[CH:10][CH:9]=[CH:8][CH:7]=3)=[N:16][N:17]=2)[CH:11]=[CH:10][CH:9]=[CH:8][CH:7]=1. Reported procedure: Phenyl glycidyl ether (179.4 grams, 1.20 moles) and isopropanol (200 ml) were charged into the reaction vessel. 2,5-Dimercapto-1,3,4-thiadiazole (85 grams, 0.568 moles) was added in increments and with stirring. The reaction mixture was refluxed for 5 minutes. The solvent was stripped off by using a rotary evaporator at about 20 mm Hg and 115° C. The product solidified on cooling and was characterized by the infrared absorption bands at 3400, 3060, 2920, 1600, 1500, 1380, 1240, 1040, 750, and 69... Reactants: COC(=O)c1ccc(C#N)c(OC)c1, CCO, NO. The product is COC(=O)c1ccc(C(N)=NO)c(OC)c1. As a reaction SMILES: [C:1](#[N:2])[c:3]1[c:4]([O:13][CH3:14])[cH:5][c:6]([C:7](=[O:8])[O:9][CH3:10])[cH:11][cH:12]1.[CH3:17][CH2:18][OH:19].[NH2:15][OH:16]>>[C:1]([NH2:2])([c:3]1[c:4]([O:13][CH3:14])[cH:5][c:6]([C:7](=[O:8])[O:9][CH3:10])[cH:11][cH:12]1)=[N:15][OH:16]. The reactants are CCO, O=C(O)c1cn(C2CC2)c2c(CO)c(N3CCN(Cc4ccccc4)CC3)c(F)cc2c1=O. Product: O=C(O)c1cn(C2CC2)c2c(CO)c(N3CCNCC3)c(F)cc2c1=O. As a reaction SMILES: [CH3:34][CH2:35][OH:36].[CH:1]1([n:4]2[cH:5][c:6]([C:31](=[O:32])[OH:33])[c:7](=[O:30])[c:8]3[cH:9][c:10]([F:29])[c:11]([N:16]4[CH2:17][CH2:18][N:19]([CH2:22][c:23]5[cH:24][cH:25][cH:26][cH:27][cH:28]5)[CH2:20][CH2:21]4)[c:12]([CH2:14][OH:15])[c:13]23)[CH2:2][CH2:3]1>>[CH:1]1([n:4]2[cH:5][c:6]([C:31](=[O:32])[OH:33])[c:7](=[O:30])[c:8]3[cH:9][c:10]([F:29])[c:11]([N:16]4[CH2:17][CH2:18][NH:19][CH2:20][CH2:21]4)[c:12]([CH2:14][OH:15])[c:13]23)[CH2:2][CH2:3]1.